Dataset: the Open Reaction Database (ORD), a public repository of structured organic reaction records. Task: describe an organic reaction: reactants, conditions, products, and yield Solvent: C(Cl)Cl (CH2Cl2). Yield: 83.0%. As a reaction SMILES: [C:1]1([C@H:7]2[C@@H:12]([NH:13][CH2:14][C:15]3[CH:20]=[C:19]([CH:21]([C:26]([F:29])([F:28])[F:27])[C:22]([F:25])([F:24])[F:23])[CH:18]=[CH:17][C:16]=3[O:30][CH3:31])[CH2:11][CH2:10][CH2:9][NH:8]2)[CH:6]=[CH:5][CH:4]=[CH:3][CH:2]=1.[ClH:32].CO>C(Cl)Cl>[ClH:32].[ClH:32].[C:1]1([C@H:7]2[C@@H:12]([NH:13][CH2:14][C:15]3[CH:20]=[C:19]([CH:21]([C:26]([F:27])([F:28])[F:29])[C:22]([F:23])([F:24])[F:25])[CH:18]=[CH:17][C:16]=3[O:30][CH3:31])[CH2:11][CH2:10][CH2:9][NH:8]2)[CH:2]=[CH:3][CH:4]=[CH:5][CH:6]=1 |f:1.2,4.5.6|. Procedure details: To a solution of Compound 14 (160 mg) in CH2Cl2 (10 ml) was added an excess amount of 10% HCl-MeOH (6 ml). After the solvent was evaporated in vacuo, the residual solid was recrystallized from IPA to give Compound 15 (130 mg, 83%; three steps) as a colorless crystal. The reactants are C1(=CC=CC=C1)[C@@H]1NCCC[C@@H]1NCC1=C(C=CC(=C1)C(C(F)(F)F)C(F)(F)F)OC ((2S,3S)-2-Phenyl-3-(5-(2,2,2-trifluoro-1-(trifluoromethyl)ethyl)-2-methoxybenzyl)aminopiperidine), Cl.CO (HCl MeOH). Product: Cl.Cl.C1(=CC=CC=C1)[C@@H]1NCCC[C@@H]1NCC1=C(C=CC(=C1)C(C(F)(F)F)C(F)(F)F)OC ((2S,3S)-2-Phenyl-3-(5-(2,2,2-trifluoro-1-(trifluoromethyl)ethyl)-2-methoxybenzyl)aminopiperidine dihydrochloride). Starting materials: B(Br)(Br)Br (BBr3), BrC1=C2C=CN=C(C2=CC=C1OC)Cl (5-bromo-1-chloro-6-methoxyisoquinoline), N (ammonia), ice water. Solvent: ClCCl (dichloromethane), ClCCl (dichloromethane). Run at time 48 hour. Yields the product BrC1=C2C=CN=C(C2=CC=C1O)Cl (5-bromo-1-chloro-6-hydroxyisoquinoline). Isolated yield 92.0%. RXN SMILES: B(Br)(Br)Br.[Br:5][C:6]1[C:15]([O:16]C)=[CH:14][CH:13]=[C:12]2[C:7]=1[CH:8]=[CH:9][N:10]=[C:11]2[Cl:18].N>ClCCl>[Br:5][C:6]1[C:15]([OH:16])=[CH:14][CH:13]=[C:12]2[C:7]=1[CH:8]=[CH:9][N:10]=[C:11]2[Cl:18]. Procedure details: A solution of 1M BBr3 in dichloromethane (25.5 ml) was added dropwise to a stirred solution of 5-bromo-1-chloro-6-methoxyisoquinoline (1.26 g) in dichloromethane at 10° C. The mixture was stirred at ambient temperature for 48 h then poured into ice-water and the pH adjusted to 8 by adding concentrated aqueous ammonia. The mixture was extracted with ethyl acetate (x 2) and the aqueous phase then acidified to pH ˜4 using dilute hydrochloric acid. The aqueous phase was extracted with ethyl acetate ...